From a dataset of the Open Reaction Database (ORD), a public repository of structured organic reaction records. describe an organic reaction: reactants, conditions, products, and yield Reactants: Cc1cc(C)c(CNC(=O)c2cc(Br)nc3c2cnn3C(C)C)c(=O)[nH]1, O=C([O-])[O-], C1COCCO1, CN(C)CCCNC(=O)c1cccc(B2OC(C)(C)C(C)(C)O2)c1, CCOC(C)=O, [Na+], [Na+], O, c1ccc(P(c2ccccc2)(c2ccccc2)[Pd](P(c2ccccc2)(c2ccccc2)c2ccccc2)(P(c2ccccc2)(c2ccccc2)c2ccccc2)P(c2ccccc2)(c2ccccc2)c2ccccc2)cc1. The product is Cc1cc(C)c(CNC(=O)c2cc(-c3cccc(C(=O)NCCCN(C)C)c3)nc3c2cnn3C(C)C)c(=O)[nH]1. Reaction SMILES: [Br:1][c:2]1[cH:3][c:4]([C:14](=[O:15])[NH:16][CH2:17][c:18]2[c:19](=[O:26])[nH:20][c:21]([CH3:25])[cH:22][c:23]2[CH3:24])[c:5]2[c:6]([n:7]1)[n:8]([CH:11]([CH3:12])[CH3:13])[n:9][cH:10]2.[C:51](=[O:52])([O-:53])[O-:54].[CH2:63]1[O:64][CH2:65][CH2:66][O:67][CH2:68]1.[CH3:27][N:28]([CH2:29][CH2:30][CH2:31][NH:32][C:33]([c:34]1[cH:35][c:36]([B:40]2[O:41][C:42]([CH3:43])([CH3:44])[C:45]([CH3:46])([CH3:47])[O:48]2)[cH:37][cH:38][cH:39]1)=[O:49])[CH3:50].[CH3:57][CH2:58][O:59][C:60]([CH3:61])=[O:62].[Na+:55].[Na+:56].[OH2:69].[cH:70]1[cH:71][cH:72][c:73]([P:74]([Pd:75]([P:76]([c:77]2[cH:78][cH:79][cH:80][cH:81][cH:82]2)([c:83]2[cH:84][cH:85][cH:86][cH:87][cH:88]2)[c:89]2[cH:90][cH:91][cH:92][cH:93][cH:94]2)([P:95]([c:96]2[cH:97][cH:98][cH:99][cH:100][cH:101]2)([c:102]2[cH:103][cH:104][cH:105][cH:106][cH:107]2)[c:108]2[cH:109][cH:110][cH:111][cH:112][cH:113]2)[P:114]([c:115]2[cH:116][cH:117][cH:118][cH:119][cH:120]2)([c:121]2[cH:122][cH:123][cH:124][cH:125][cH:126]2)[c:127]2[cH:128][cH:129][cH:130][cH:131][cH:132]2)([c:133]2[cH:134][cH:135][cH:136][cH:137][cH:138]2)[c:139]2[cH:140][cH:141][cH:142][cH:143][cH:144]2)[cH:145][cH:146]1>>[c:2]1(-[c:36]2[cH:35][c:34]([C:33]([NH:32][CH2:31][CH2:30][CH2:29][N:28]([CH3:27])[CH3:50])=[O:49])[cH:39][cH:38][cH:37]2)[cH:3][c:4]([C:14](=[O:15])[NH:16][CH2:17][c:18]2[c:19](=[O:26])[nH:20][c:21]([CH3:25])[cH:22][c:23]2[CH3:24])[c:5]2[c:6]([n:7]1)[n:8]([CH:11]([CH3:12])[CH3:13])[n:9][cH:10]2. The reactants are O=C([O-])O, CCO, Cl, Nc1ccc(Oc2ccnc3[nH]ccc23)c(F)c1, COC(=O)c1cc(Cl)nc(N)n1, [Na+], O. Product: COC(=O)c1cc(Nc2ccc(Oc3ccnc4[nH]ccc34)c(F)c2)nc(N)n1. Reaction SMILES: [C:32](=[O:33])([OH:34])[O-:35].[CH3:38][CH2:39][OH:40].[ClH:31].[F:13][c:14]1[cH:15][c:16]([NH2:17])[cH:18][cH:19][c:20]1[O:21][c:22]1[c:23]2[c:24]([n:25][cH:26][cH:27]1)[nH:28][cH:29][cH:30]2.[NH2:1][c:2]1[n:3][c:4]([Cl:12])[cH:5][c:6]([C:8](=[O:9])[O:10][CH3:11])[n:7]1.[Na+:36].[OH2:37]>>[NH2:1][c:2]1[n:3][c:4]([NH:17][c:16]2[cH:15][c:14]([F:13])[c:20]([O:21][c:22]3[c:23]4[c:24]([n:25][cH:26][cH:27]3)[nH:28][cH:29][cH:30]4)[cH:19][cH:18]2)[cH:5][c:6]([C:8](=[O:9])[O:10][CH3:11])[n:7]1. Product: OC(c1csc2ccccc12)C1CCCCC1. Reactants: [Br-], [Mg+]C1CCCCC1, Cl, C1CCOC1, C1CCOC1, O=Cc1csc2ccccc12. As a reaction SMILES: [Br-:17].[CH:18]1([Mg+:24])[CH2:19][CH2:20][CH2:21][CH2:22][CH2:23]1.[ClH:25].[O:12]1[CH2:13][CH2:14][CH2:15][CH2:16]1.[O:26]1[CH2:27][CH2:28][CH2:29][CH2:30]1.[s:1]1[cH:2][c:3]([CH:10]=[O:11])[c:4]2[c:5]1[cH:6][cH:7][cH:8][cH:9]2>>[s:1]1[cH:2][c:3]([CH:10]([OH:11])[CH:18]2[CH2:19][CH2:20][CH2:21][CH2:22][CH2:23]2)[c:4]2[c:5]1[cH:6][cH:7][cH:8][cH:9]2. Starting materials: CO, COC(=O)c1ccc(C(C)(F)F)cc1[N+](=O)[O-], CCO. The product is COC(=O)c1ccc(C(C)(F)F)cc1N. RXN SMILES: [CH3:18][OH:19].[CH3:1][O:2][C:3]([c:4]1[c:5]([N+:14]([O-:15])=[O:16])[cH:6][c:7]([C:10]([CH3:11])([F:12])[F:13])[cH:8][cH:9]1)=[O:17].[CH3:20][CH2:21][OH:22]>>[CH3:1][O:2][C:3]([c:4]1[c:5]([NH2:14])[cH:6][c:7]([C:10]([CH3:11])([F:12])[F:13])[cH:8][cH:9]1)=[O:17]. Reactants: COC(=O)C(Br)c1ccc(OCC(C)Oc2ccc(F)cc2)cc1, CO, Oc1ccc(Oc2ccccc2)cc1, c1ccccc1. Yields the product COC(=O)C(Oc1ccc(Oc2ccccc2)cc1)c1ccc(OCC(C)Oc2ccc(F)cc2)cc1. As a reaction SMILES: [Br:15][CH:16]([C:17](=[O:18])[O:19][CH3:20])[c:21]1[cH:22][cH:23][c:24]([O:27][CH2:28][CH:29]([CH3:30])[O:31][c:32]2[cH:33][cH:34][c:35]([F:38])[cH:36][cH:37]2)[cH:25][cH:26]1.[CH3:45][OH:46].[O:1]([c:2]1[cH:3][cH:4][cH:5][cH:6][cH:7]1)[c:8]1[cH:9][cH:10][c:11]([OH:14])[cH:12][cH:13]1.[cH:39]1[cH:40][cH:41][cH:42][cH:43][cH:44]1>>[O:1]([c:2]1[cH:3][cH:4][cH:5][cH:6][cH:7]1)[c:8]1[cH:9][cH:10][c:11]([O:14][CH:16]([C:17](=[O:18])[O:19][CH3:20])[c:21]2[cH:22][cH:23][c:24]([O:27][CH2:28][CH:29]([CH3:30])[O:31][c:32]3[cH:33][cH:34][c:35]([F:38])[cH:36][cH:37]3)[cH:25][cH:26]2)[cH:12][cH:13]1. Starting materials: COC1=CC2=C(CC(N(C=C2)CCCN(CCC2=CC(=C(C(=C2)Cl)N)Cl)C)=O)C=C1OC (1-[7,8-dimethoxy-1,3-dihydro-2H-3-benzazepin-2-on-3-yl]-3-[N-methyl-N-(2-{4-amino-3,5-dichloro-phenyl}-ethyl)-amino]-propane), [H][H] (hydrogen). The reagents and catalysts are [Pd] (palladium-on-charcoal). Run in C(C)(=O)O (acetic acid). Product: COC1=CC2=C(CC(N(CC2)CCCN(CCC2=CC(=C(C(=C2)Cl)N)Cl)C)=O)C=C1OC (1-[7,8-Dimethoxy-1,3,4,5-tetrahydro-2H-3-benzazepin-2-on-3-yl]-3-[N-methyl-N-(2-{4-amino-3,5-dichlorophenyl}-ethyl)-amino]-propane). Reaction SMILES: [CH3:1][O:2][C:3]1[C:30]([O:31][CH3:32])=[CH:29][C:6]2[CH2:7][C:8](=[O:28])[N:9]([CH2:12][CH2:13][CH2:14][N:15]([CH3:27])[CH2:16][CH2:17][C:18]3[CH:23]=[C:22]([Cl:24])[C:21]([NH2:25])=[C:20]([Cl:26])[CH:19]=3)[CH:10]=[CH:11][C:5]=2[CH:4]=1.[H][H]>C(O)(=O)C.[Pd]>[CH3:1][O:2][C:3]1[C:30]([O:31][CH3:32])=[CH:29][C:6]2[CH2:7][C:8](=[O:28])[N:9]([CH2:12][CH2:13][CH2:14][N:15]([CH3:27])[CH2:16][CH2:17][C:18]3[CH:23]=[C:22]([Cl:24])[C:21]([NH2:25])=[C:20]([Cl:26])[CH:19]=3)[CH2:10][CH2:11][C:5]=2[CH:4]=1. Procedure: This compound was prepared analogous to Example 4 from 1-[7,8-dimethoxy-1,3-dihydro-2H-3-benzazepin-2-on-3-yl]-3-[N-methyl-N-(2-{4-amino-3,5-dichloro-phenyl}-ethyl)-amino]-propane and hydrogen in the presence of palladium-on-charcoal in glacial acetic acid.